Dataset: the Open Reaction Database (ORD), a public repository of structured organic reaction records. Task: describe an organic reaction: reactants, conditions, products, and yield Reactants: CO, NCCO, CCc1nc2c(nc1C)C(N)=NS(=O)(=O)N2CC. Yields the product CCc1nc2c(nc1C)C(NCCO)=NS(=O)(=O)N2CC. Reaction SMILES: [CH3:23][OH:24].[NH2:19][CH2:20][CH2:21][OH:22].[NH2:1][C:2]1=[N:7][S:6](=[O:8])(=[O:9])[N:5]([CH2:10][CH3:11])[c:4]2[c:3]1[n:15][c:14]([CH3:16])[c:13]([CH2:17][CH3:18])[n:12]2>>[NH:1]([C:2]1=[N:7][S:6](=[O:8])(=[O:9])[N:5]([CH2:10][CH3:11])[c:4]2[c:3]1[n:15][c:14]([CH3:16])[c:13]([CH2:17][CH3:18])[n:12]2)[CH2:20][CH2:21][OH:22]. The reactants are O (water), S(O)(O)(=O)=O (sulfuric acid), O (water), ClC1=C(C=CC(=C1)Cl)CCCCO (4-(2,4-dichlorophenyl)-1-butanol). Reagents/catalysts: [O-2].[O-2].[O-2].[Cr+6] (chromium trioxide). Solvent: CC(=O)C (acetone). Yields the product ClC1=C(C=CC(=C1)Cl)CCCC(=O)O (4-(2,4-dichlorophenyl)butanoic acid). Reaction SMILES: [OH2:1].S(=O)(=O)(O)O.[Cl:7][C:8]1[CH:13]=[C:12]([Cl:14])[CH:11]=[CH:10][C:9]=1[CH2:15][CH2:16][CH2:17][CH2:18][OH:19]>CC(C)=O.[O-2].[O-2].[O-2].[Cr+6]>[Cl:7][C:8]1[CH:13]=[C:12]([Cl:14])[CH:11]=[CH:10][C:9]=1[CH2:15][CH2:16][CH2:17][C:18]([OH:1])=[O:19] |f:4.5.6.7|. Procedure details: By the method of Example 1, Step A, 3.63 g (0.0363 mole) of chromium trioxide, 5 mL of water, 5.6 g (0.056 mole) of 18M sulfuric acid, 10.4 mL of water, and 11.4 g (0.052 mole) of 4-(2,4-dichlorophenyl)-1-butanol in 332 mL of acetone are reacted, yielding 4-(2,4-dichlorophenyl)butanoic acid. The reactants are C(C)C=1C(=NC=2N(C1C)C=C(N2)C#N)OC (6-ethyl-7-methoxy-5-methylimidazo [1,2-a]pyrimidine-2-carbonitrile), Cl.NO (hydroxylamine hydrochloride), [OH-].[K+] (potassium hydroxide). Solvent: C(C)O (ethanol). Conditions: time 2 hour. The product is C(C)C=1C(=NC=2N(C1C)C=C(N2)C(=N)NO)OC (6-ethyl-N-hydroxy-7-methoxy-5-methylimidazo[1,2-a]pyrimidine-2-carboxamidine). The yield is 86.3%. Reaction SMILES: [CH2:1]([C:3]1[C:4]([O:15][CH3:16])=[N:5][C:6]2[N:7]([CH:10]=[C:11]([C:13]#[N:14])[N:12]=2)[C:8]=1[CH3:9])[CH3:2].Cl.[NH2:18][OH:19].[OH-].[K+]>C(O)C>[CH2:1]([C:3]1[C:4]([O:15][CH3:16])=[N:5][C:6]2[N:7]([CH:10]=[C:11]([C:13]([NH:18][OH:19])=[NH:14])[N:12]=2)[C:8]=1[CH3:9])[CH3:2] |f:1.2,3.4|. Procedure: A suspension of 8.0 g of 6-ethyl-7-methoxy-5-methylimidazo [1,2-a]pyrimidine-2-carbonitrile, 2.82 g of hydroxylamine hydrochloride and 2.28 g of potassium hydroxide in 100 ml of ethanol was refluxed with stirring for 2 hours and the mixture was cooled. The precipitated product was filtered, suspended in water with stirring for 15 minutes, filtered, then washed with water and ether and dried under vacuum to give 7.96 g of 6-ethyl-N-hydroxy-7-methoxy-5-methylimidazo[1,2-a]pyrimidine-2-carboxamidin... The reactants are OCCCC12C3=CC=CC=C3C(C=3C=CC=CC13)C2 (9-γ-hydroxypropyl-9,10-dihydro-9,10-methanoanthracene). The solvent is ClCCl (dichloromethane). The product is C1=CC=CC=2C3C4=CC=CC=C4C(C12)(C3)CCC=O (β-(9,10-dihydro-9,10-methano-9-anthryl)propionaldehyde). RXN SMILES: [OH:1][CH2:2][CH2:3][CH2:4][C:5]12[CH2:19][CH:12]([C:13]3[CH:14]=[CH:15][CH:16]=[CH:17][C:18]=31)[C:11]1[C:6]2=[CH:7][CH:8]=[CH:9][CH:10]=1>ClCCl>[CH:7]1[C:6]2[C:5]3([CH2:4][CH2:3][CH:2]=[O:1])[CH2:19][CH:12]([C:13]4[C:18]3=[CH:17][CH:16]=[CH:15][CH:14]=4)[C:11]=2[CH:10]=[CH:9][CH:8]=1. Procedure: The starting β-(9,10-dihydro-9,10-methano-9-anthryl)propionaldehyde (M.P. 135°-140° C.) was prepared from 9-γ-hydroxypropyl-9,10-dihydro-9,10-methanoanthracene by treating with chromium trioxide-pyridine complex in dichloromethane for 5 minutes at room temperature. Reactants: COC=1C=C2C=CC(=CC2=CC1)B(O)O (6-methoxy-naphthalene-2-boronic acid), BrC=1C=C(N)C=CC1 (3-bromoaniline), C(=O)([O-])[O-].[Na+].[Na+] (Na2CO3). Reagents/catalysts: C=1C=CC(=CC1)[P](C=2C=CC=CC2)(C=3C=CC=CC3)[Pd]([P](C=4C=CC=CC4)(C=5C=CC=CC5)C=6C=CC=CC6)([P](C=7C=CC=CC7)(C=8C=CC=CC8)C=9C=CC=CC9)[P](C=1C=CC=CC1)(C=1C=CC=CC1)C=1C=CC=CC1 (Pd(PPh3)4). Solvent: COCCOC (DME). Product: COC=1C=C2C=CC(=CC2=CC1)C=1C=C(C=CC1)N (3-(6-Methoxy-naphthalen-2-yl)-phenylamine). Isolated yield 75.0%. As a reaction SMILES: [CH3:1][O:2][C:3]1[CH:4]=[C:5]2[C:10](=[CH:11][CH:12]=1)[CH:9]=[C:8](B(O)O)[CH:7]=[CH:6]2.Br[C:17]1[CH:18]=[C:19]([CH:21]=[CH:22][CH:23]=1)[NH2:20].C([O-])([O-])=O.[Na+].[Na+]>COCCOC.C1C=CC([P]([Pd]([P](C2C=CC=CC=2)(C2C=CC=CC=2)C2C=CC=CC=2)([P](C2C=CC=CC=2)(C2C=CC=CC=2)C2C=CC=CC=2)[P](C2C=CC=CC=2)(C2C=CC=CC=2)C2C=CC=CC=2)(C2C=CC=CC=2)C2C=CC=CC=2)=CC=1>[CH3:1][O:2][C:3]1[CH:4]=[C:5]2[C:10](=[CH:11][CH:12]=1)[CH:9]=[C:8]([C:17]1[CH:18]=[C:19]([NH2:20])[CH:21]=[CH:22][CH:23]=1)[CH:7]=[CH:6]2 |f:2.3.4,^1:39,41,60,79|. Reported procedure: 6-methoxy-naphthalene-2-boronic acid (0.140 g, 0.693 mmol) and 3-bromoaniline (0.05 mL, 0.462 mmol) were combined in DME (2 mL) in a flame-dried, round-bottom flask. Na2CO3 (2M, 0.485 mL, 0.970 mmol) and Pd(PPh3)4 (0.017 g, 0.014 mmol) were added to the stirred solution. The reaction was refluxed overnight under argon flow, and subsequently cooled to room temperature. The solvent was removed under vacuum and the resulting residue was resuspended in H20 and extracted with CH2Cl2. The organic phas... The reactants are O.[OH-].[Li+] (Lithium hydroxide monohydrate), C(C)OC(=O)C1(CCN(CC1)C(=O)OC(C)(C)C)CO (N-(tert-butoxycarbonyl)-4-(hydroxymethyl)piperidine-4-carboxylic acid ethyl ester). The yield is 100.1%. Yields the product C(C)(C)(C)OC(=O)N1CCC(CC1)(C(=O)O)CO (N-(tert-butoxycarbonyl)-4-(hydroxymethyl)piperidine-4-carboxylic acid). RXN SMILES: O.[OH-].[Li+].C([O:6][C:7]([C:9]1([CH2:22][OH:23])[CH2:14][CH2:13][N:12]([C:15]([O:17][C:18]([CH3:21])([CH3:20])[CH3:19])=[O:16])[CH2:11][CH2:10]1)=[O:8])C>CO.O>[C:18]([O:17][C:15]([N:12]1[CH2:13][CH2:14][C:9]([CH2:22][OH:23])([C:7]([OH:8])=[O:6])[CH2:10][CH2:11]1)=[O:16])([CH3:21])([CH3:20])[CH3:19] |f:0.1.2,4.5|. Reported procedure: Lithium hydroxide monohydrate (6.95 g, 165.6 mmol) was added to solution of N-(tert-butoxycarbonyl)-4-(hydroxymethyl)piperidine-4-carboxylic acid ethyl ester (9.52 g, 33.1 mmol) in 2:1 methanol/water (100 mL). The mixture was heated to reflux for 30 minutes, the methanol removed in vacuo by concentration using a bath temperature no higher than 45° C. The aqueous layer was cooled to 0° C., acidified to pH 3.0 using 6M aqueous hydrochloric acid, and extracted with ethyl acetate (4×75 mL). The comb... Reaction conditions: temperature 0 celsius. The solvent is CO.O (methanol water). Reactants: ClC1=CC=CC2=C1SC=C2 (7-chlorobenzo[b]thiophene), C(CCC)[Li] (butyllithium), [Cl-].[NH4+] (ammonium chloride), B(OC(C)C)(OC(C)C)OC(C)C (triisopropyl borate). Solvent: C1CCOC1 (THF). Reaction conditions: temperature -30 celsius. Yields the product ClC1=CC=CC2=C1SC(=C2)B(O)O (7-chlorobenzo[b]thiophene-2-boronic acid). Yield: 96.2%. As a reaction SMILES: [Cl:1][C:2]1[C:7]2[S:8][CH:9]=[CH:10][C:6]=2[CH:5]=[CH:4][CH:3]=1.C([Li])CCC.[B:16](OC(C)C)([O:21]C(C)C)[O:17]C(C)C.[Cl-].[NH4+]>C1COCC1>[Cl:1][C:2]1[C:7]2[S:8][C:9]([B:16]([OH:21])[OH:17])=[CH:10][C:6]=2[CH:5]=[CH:4][CH:3]=1 |f:3.4|. Procedure details: To a solution of 7-chlorobenzo[b]thiophene (1.0 g, 5.92 mmol) in THF (25 mL) at −78° C. was added “butyllithium (7.41 mL, 11.8 mmol, 1.6 M solution). The reaction was allowed to warm to −30° C. then was cooled back to −78° C. and triisopropyl borate (2.23 g, 11.8 mmol) was added. The mixture was allowed to warm to 0° C., saturated ammonium chloride added and the organic phase separated off and concentrated in vacuo. To the residue was added aqueous sodium hydroxide (10 mL, 2N solution) followed ...